From a dataset of the Open Reaction Database (ORD), a public repository of structured organic reaction records. describe an organic reaction: reactants, conditions, products, and yield Reactants: C(C)(C)(C)OC(=O)CSC1=C(C=NC2=C(C=CC=C12)NC(C1=C(C=CC=C1Cl)Cl)=O)C(=O)OCC (4-(tert-butoxycarbonylmethylthio)-8-(2,6-dichlorobenzoylamino)-3-ethoxycarbonylquinoline), Cl (hydrogen chloride). The solvent is C(C)(=O)OCC (ethyl acetate), solution. Reaction conditions: time 1 hour. The product is C(=O)(O)CSC1=C(C=NC2=C(C=CC=C12)NC(C1=C(C=CC=C1Cl)Cl)=O)C(=O)OCC (4-carboxymethylthio-8-(2,6-dichlorobenzoylamino)-3-ethoxycarbonylquinoline). The yield is 87.8%. RXN SMILES: C([O:5][C:6]([CH2:8][S:9][C:10]1[C:19]2[C:14](=[C:15]([NH:20][C:21](=[O:30])[C:22]3[C:27]([Cl:28])=[CH:26][CH:25]=[CH:24][C:23]=3[Cl:29])[CH:16]=[CH:17][CH:18]=2)[N:13]=[CH:12][C:11]=1[C:31]([O:33][CH2:34][CH3:35])=[O:32])=[O:7])(C)(C)C.Cl>C(OCC)(=O)C>[C:6]([CH2:8][S:9][C:10]1[C:19]2[C:14](=[C:15]([NH:20][C:21](=[O:30])[C:22]3[C:27]([Cl:28])=[CH:26][CH:25]=[CH:24][C:23]=3[Cl:29])[CH:16]=[CH:17][CH:18]=2)[N:13]=[CH:12][C:11]=1[C:31]([O:33][CH2:34][CH3:35])=[O:32])([OH:7])=[O:5]. Procedure details: A solution of 4-(tert-butoxycarbonylmethylthio)-8-(2,6-dichlorobenzoylamino)-3-ethoxycarbonylquinoline (140 mg) in 4N solution of hydrogen chloride in ethyl acetate was allowed to stand for 1 hour at ambient temperature. The mixture was concentrated in vacuo, and the residue was dissolved in ethyl acetate. The solution was washed with brine, dried over magnesium sulfate and evaporated in vacuo to give 4-carboxymethylthio-8-(2,6-dichlorobenzoylamino)-3-ethoxycarbonylquinoline (110 mg). Reactants: C(OC)(OC)OC (trimethyl orthoformate), C(=O)O (formic acid), ClC=1C=C(C#N)C=C(C1[N+](=O)[O-])NCC1(CC2(CN(C(O2)=O)CC(C)(C)C)CCC1)C (3-chloro-5-(((7-methyl-3-neopentyl-2-oxo-1-oxa-3-azaspiro[4.5]decan-7-yl)methyl)amino)-4-nitrobenzonitrile), C(OC)(OC)OC (trimethyl orthoformate), C(=O)O (formic acid), C(=O)(C(F)(F)F)O (TFA). The reagents and catalysts are [Fe] (iron). The solvent is CO (MeOH). Conditions: temperature 65 celsius, time 26 hour. The product is ClC1=CC(=CC=2N(C=NC21)CC2(CC1(CN(C(O1)=O)CC(C)(C)C)CCC2)C)C#N (4-chloro-1-((7-methyl-3-neopentyl-2-oxo-1-oxa-3-azaspiro[4.5]decan-7-yl)methyl)-1H-benzo[d]imidazole-6-carbonitrile). Isolated yield 80.1%. RXN SMILES: [Cl:1][C:2]1[CH:3]=[C:4]([CH:7]=[C:8]([NH:13][CH2:14][C:15]2([CH3:31])[CH2:30][CH2:29][CH2:28][C:17]3([O:21][C:20](=[O:22])[N:19]([CH2:23][C:24]([CH3:27])([CH3:26])[CH3:25])[CH2:18]3)[CH2:16]2)[C:9]=1[N+:10]([O-])=O)[C:5]#[N:6].[CH:32](OC)(OC)OC.C(O)=O.C(O)(C(F)(F)F)=O>CO.[Fe]>[Cl:1][C:2]1[C:9]2[N:10]=[CH:32][N:13]([CH2:14][C:15]3([CH3:31])[CH2:30][CH2:29][CH2:28][C:17]4([O:21][C:20](=[O:22])[N:19]([CH2:23][C:24]([CH3:26])([CH3:25])[CH3:27])[CH2:18]4)[CH2:16]3)[C:8]=2[CH:7]=[C:4]([C:5]#[N:6])[CH:3]=1. Procedure: To an orange suspension containing 3-chloro-5-(((7-methyl-3-neopentyl-2-oxo-1-oxa-3-azaspiro[4.5]decan-7-yl)methyl)amino)-4-nitrobenzonitrile (0.132 g, 0.294 mmol) in MeOH (5.44 mL) was added iron (325 mesh) (0.164 g, 2.94 mmol), trimethyl orthoformate (0.325 mL, 2.94 mmol), and formic acid (0.113 mL, 2.94 mmol). The resulting solution was stirred at 65° C. for 26 h. Additional trimethyl orthoformate (0.325 mL, 2.94 mmol) and formic acid (0.113 mL, 2.94 mmol) was added, and stirring was continue... Reactants: [BH4-], CO, O=C1CCC(c2cn(S(=O)(=O)c3ccc(C(=O)NCc4ccc(F)cc4)cc3)c3ccccc23)C1, [Na+], O. The product is O=C(NCc1ccc(F)cc1)c1ccc(S(=O)(=O)n2cc(C3CCC(O)C3)c3ccccc32)cc1. RXN SMILES: [BH4-:1].[CH3:39][OH:40].[F:3][c:4]1[cH:5][cH:6][c:7]([CH2:8][NH:9][C:10]([c:11]2[cH:12][cH:13][c:14]([S:17](=[O:18])(=[O:19])[n:20]3[cH:21][c:22]([CH:29]4[CH2:30][C:31](=[O:34])[CH2:32][CH2:33]4)[c:23]4[cH:24][cH:25][cH:26][cH:27][c:28]34)[cH:15][cH:16]2)=[O:35])[cH:36][cH:37]1.[Na+:2].[OH2:38]>>[F:3][c:4]1[cH:5][cH:6][c:7]([CH2:8][NH:9][C:10]([c:11]2[cH:12][cH:13][c:14]([S:17](=[O:18])(=[O:19])[n:20]3[cH:21][c:22]([CH:29]4[CH2:30][CH:31]([OH:34])[CH2:32][CH2:33]4)[c:23]4[cH:24][cH:25][cH:26][cH:27][c:28]34)[cH:15][cH:16]2)=[O:35])[cH:36][cH:37]1. Starting materials: C(C)(=O)[O-].[NH4+] (ammonium acetate), C(C)(=O)[O-].[NH4+] (ammonium acetate), Cl (hydrochloric acid), solution, N(=O)[O-].[Na+] (sodium nitrite), N(=O)[O-] (nitrite), CC1NC2=CC=CC=C2C1 (2-methylindoline). Conditions: temperature 15 celsius, time 30 minute. Yields the product Cl.NN1C(CC2=CC=CC=C12)C (1-Amino-2-Methylindoline Hydrochloride). Reaction SMILES: [CH3:1][CH:2]1[CH2:10][C:9]2[C:4](=[CH:5][CH:6]=[CH:7][CH:8]=2)[NH:3]1.[ClH:11].[N:12]([O-])=O.[Na+].N([O-])=O.C([O-])(=O)C.[NH4+]>CO.O.[Zn]>[ClH:11].[NH2:12][N:3]1[C:4]2[C:9](=[CH:8][CH:7]=[CH:6][CH:5]=2)[CH2:10][CH:2]1[CH3:1] |f:2.3,5.6,10.11|. Procedure: 135.9 g of 2-methylindoline was dissolved in 750 ml of methanol and 100 ml of concentrated hydrochloric acid was added. The solution was cooled to 15° C. and a 33% solution of sodium nitrite in water was added slowly until the presence of excess nitrite was observed. This reaction mixture was stirred for 30 minutes followed by the addition of 100 g of ammonium acetate. The reaction mixture was cooled to 25°-30° C. and 160 g of zinc dust was added over a period of 20 minutes. Then 670 g of ammoni... Reagents/catalysts: [Zn] (zinc). Run in O (water), CO (methanol). The reactants are [Al+3], CNC(=S)Nc1ccc(S(=O)(=O)NC(CC(=O)OC(C)(C)C)C(N)=O)c(OCCc2cccc3ncccc23)c1, C1CCOC1, [H-], [H-], [H-], [H-], [Li+]. Product: CNC(=S)Nc1ccc(S(=O)(=O)NC(C=O)CC(=O)OC(C)(C)C)c(OCCc2cccc3ncccc23)c1. Reaction SMILES: [Al+3:2].[C:7]([CH3:8])([CH3:9])([CH3:10])[O:11][C:12]([CH2:13][CH:14]([C:15](=[O:16])[NH2:17])[NH:18][S:19](=[O:20])(=[O:21])[c:22]1[c:23]([O:33][CH2:34][CH2:35][c:36]2[c:37]3[cH:38][cH:39][cH:40][n:41][c:42]3[cH:43][cH:44][cH:45]2)[cH:24][c:25]([NH:28][C:29](=[S:30])[NH:31][CH3:32])[cH:26][cH:27]1)=[O:46].[CH2:47]1[O:48][CH2:49][CH2:50][CH2:51]1.[H-:1].[H-:4].[H-:5].[H-:6].[Li+:3]>>[C:7]([CH3:8])([CH3:9])([CH3:10])[O:11][C:12]([CH2:13][CH:14]([CH:15]=[O:16])[NH:18][S:19](=[O:20])(=[O:21])[c:22]1[c:23]([O:33][CH2:34][CH2:35][c:36]2[c:37]3[cH:38][cH:39][cH:40][n:41][c:42]3[cH:43][cH:44][cH:45]2)[cH:24][c:25]([NH:28][C:29](=[S:30])[NH:31][CH3:32])[cH:26][cH:27]1)=[O:46]. Reactants: [H-].[Na+] (sodium hydride), CI (methyl iodide), C(C)OC(=O)C1CC=2NC3=CC=C(C=C3C2CC1)Cl (6-chloro-1,2,3,4-tetrahydrocarbazole-2-carboxylic acid ethyl ester), [H-].[Na+] (sodium hydride). The solvent is CN(C=O)C (dimethylformamide), CN(C=O)C (dimethylformamide). Run at time 6 hour. Product: C(C)OC(=O)C1CC=2N(C3=CC=C(C=C3C2CC1)Cl)C (6-chloro-9-methyl-1,2,3,4-tetrahydrocarbazole-2-carboxylic acid ethyl ester). As a reaction SMILES: [H-].[Na+].[CH2:3]([O:5][C:6]([CH:8]1[CH2:20][CH2:19][C:18]2[C:17]3[C:12](=[CH:13][CH:14]=[C:15]([Cl:21])[CH:16]=3)[NH:11][C:10]=2[CH2:9]1)=[O:7])[CH3:4].[CH3:22]I>CN(C)C=O>[CH2:3]([O:5][C:6]([CH:8]1[CH2:20][CH2:19][C:18]2[C:17]3[C:12](=[CH:13][CH:14]=[C:15]([Cl:21])[CH:16]=3)[N:11]([CH3:22])[C:10]=2[CH2:9]1)=[O:7])[CH3:4] |f:0.1|. Procedure: A mixture of 1.3 g. of 55 percent sodium hydride in mineral oil, 8 g. of 6-chloro-1,2,3,4-tetrahydrocarbazole-2-carboxylic acid ethyl ester and 50 ml. of dimethylformamide was stirred at room temperature. After 1.5 hours all the sodium hydride had reacted and a solution of 4.5 g. of methyl iodide in 15 ml. of dimethylformamide was added. The mixture was stirred for 6 hours between 60°-65° C. Upon cooling to room temperature, the reaction mixture was concentrated to dryness under reduced pressure... Reactants: CNc1ccccc1, CO, O=CNc1ccccc1, Cl, [Na]. Yields the product CN(C=O)c1ccccc1. As a reaction SMILES: [CH3:1][NH:2][c:3]1[cH:4][cH:5][cH:6][cH:7][cH:8]1.[CH3:20][OH:21].[CH:9](=[O:10])[NH:11][c:12]1[cH:13][cH:14][cH:15][cH:16][cH:17]1.[ClH:19].[Na:18]>>[CH3:1][N:2]([c:3]1[cH:4][cH:5][cH:6][cH:7][cH:8]1)[CH:9]=[O:10]. As a reaction SMILES: [CH:44]([OH:45])([CH3:46])[CH3:47].[NH:1]1[CH2:2][CH2:3][CH:4]([NH:7][C:8]([CH:9]([CH2:10][CH2:11][CH2:12][c:13]2[cH:14][cH:15][cH:16][cH:17][cH:18]2)[CH2:19][CH2:20][CH2:21][c:22]2[cH:23][cH:24][cH:25][cH:26][cH:27]2)=[O:28])[CH2:5][CH2:6]1.[O:29]1[CH:30]([CH2:32][O:33][c:34]2[c:35]3[cH:36][cH:37][cH:38][n:39][c:40]3[cH:41][cH:42][cH:43]2)[CH2:31]1>>[N:1]1([CH2:31][CH:30]([OH:29])[CH2:32][O:33][c:34]2[c:35]3[cH:36][cH:37][cH:38][n:39][c:40]3[cH:41][cH:42][cH:43]2)[CH2:2][CH2:3][CH:4]([NH:7][C:8]([CH:9]([CH2:10][CH2:11][CH2:12][c:13]2[cH:14][cH:15][cH:16][cH:17][cH:18]2)[CH2:19][CH2:20][CH2:21][c:22]2[cH:23][cH:24][cH:25][cH:26][cH:27]2)=[O:28])[CH2:5][CH2:6]1. Yields the product O=C(NC1CCN(CC(O)COc2cccc3ncccc23)CC1)C(CCCc1ccccc1)CCCc1ccccc1. The reactants are CC(C)O, O=C(NC1CCNCC1)C(CCCc1ccccc1)CCCc1ccccc1, c1cc(OCC2CO2)c2cccnc2c1.